From a dataset of the Open Reaction Database (ORD), a public repository of structured organic reaction records. describe an organic reaction: reactants, conditions, products, and yield Starting materials: C(C)(C)(C)C1=C(C(=CC=C1)C(C)(C)C)O (2,6-di-tert-butylphenol), C(C)(C)(C)C1=C(C(=CC(=C1)CCCC)C(C)(C)C)O (2,6-di-tert-butyl-4-n-butylphenol), C1(CCCCC1)C1=C(C(=CC(=C1)C1CCCCC1)C1CCCCC1)O (2,4,6-tricyclohexylphenol), C(C)(C)(C)C1=C(C(=CC(=C1)CC)C(C)(C)C)O (2,6-di-tert-butyl-4-ethylphenol), 2-(α-methylcyclohexyl)-4,6-dimethylphenol, C(C)(C)(C)C1=C(C=CC=C1)O.C(C)(C)(C)C1=C(C(=CC(=C1)COC)C(C)(C)C)O (2,6-di-tert-butyl-4-methoxymethylphenol o-tert-butylphenol), C(CCCCCCCCCCCCCCCCC)C1=C(C(=CC(=C1)C)CCCCCCCCCCCCCCCCCC)O (2,6-dioctadecyl-4-methylphenol), C1(CCCC1)C1=C(C(=CC(=C1)C)C1CCCC1)O (2,6-dicyclopentyl-4-methylphenol), C(C)(C)(C)C1=C(C(=CC(=C1)C)C)O (2-tert-butyl-4,6-dimethylphenol), C(C)(C)(C)C1=C(C(=CC(=C1)CC)C(C)(C)C)O (2,6-di-tertbutyl-4-ethylphenol), C(C)(C)(C)C1=C(C(=CC(=C1)CC(C)C)C(C)(C)C)O (2,6-di-tertbutyl-4-isobutylphenol). Reported procedure: 2,6-di-tert-butylphenol; 2-tert-butyl-4,6-dimethylphenol; 2,6-di-tertbutyl-4-ethylphenol; 2,6-di-tert-butyl-4-ethylphenol; 2,6-di-tert-butyl-4-n-butylphenol; 2,6-di-tertbutyl-4-isobutylphenol; 2,6-dicyclopentyl-4-methylphenol; 2-(α-methylcyclohexyl)-4,6-dimethylphenol; 2,6-dioctadecyl-4-methylphenol; 2,4,6-tricyclohexylphenol; 2,6-di-tert-butyl-4-methoxymethylphenol o-tert-butylphenol. The product is C(C)(C)(C)C1=C(C(=CC(=C1)C)C(C)(C)C)O (2,6-di-tert-butyl-4-methylphenol). Reaction SMILES: [C:1]([C:5]1[CH:10]=[CH:9][CH:8]=[C:7]([C:11]([CH3:14])([CH3:13])[CH3:12])[C:6]=1[OH:15])([CH3:4])([CH3:3])[CH3:2].[C:16](C1C=C(C)C=C(C)C=1O)(C)(C)C.C(C1C=C(CC)C=C(C(C)(C)C)C=1O)(C)(C)C.C(C1C=C(CCCC)C=C(C(C)(C)C)C=1O)(C)(C)C.C(C1C=C(CC(C)C)C=C(C(C)(C)C)C=1O)(C)(C)C.C1(C2C=C(C)C=C(C3CCCC3)C=2O)CCCC1.C(C1C=C(C)C=C(CCCCCCCCCCCCCCCCCC)C=1O)CCCCCCCCCCCCCCCCC.C1(C2C=C(C3CCCCC3)C=C(C3CCCCC3)C=2O)CCCCC1.C(C1C=CC=CC=1O)(C)(C)C.C(C1C=C(COC)C=C(C(C)(C)C)C=1O)(C)(C)C>>[C:11]([C:7]1[CH:8]=[C:9]([CH3:16])[CH:10]=[C:5]([C:1]([CH3:4])([CH3:3])[CH3:2])[C:6]=1[OH:15])([CH3:14])([CH3:13])[CH3:12] |f:8.9|. The reactants are Intermediate 13, CC1CC(C(CC1)=O)CC(C1=CC=CC=C1)=O (4-methyl-2-(2-oxo-2-phenylethyl)cyclohexanone), NC=1SC=C(N1)C(=O)OC (methyl 2-amino-1,3-thiazole-4-carboxylate). Yields the product CC1CC=2C=C(N(C2CC1)C=1SC=C(N1)C(=O)O)C1=CC=CC=C1 (2-(5-methyl-2-phenyl-4,5,6,7-tetrahydro-1H-indol-1-yl)-1,3-thiazole-4-carboxylic acid). Yield: 49.0%. RXN SMILES: [CH3:1][CH:2]1[CH2:7][CH2:6][C:5](=O)[CH:4]([CH2:9][C:10](=O)[C:11]2[CH:16]=[CH:15][CH:14]=[CH:13][CH:12]=2)[CH2:3]1.[NH2:18][C:19]1[S:20][CH:21]=[C:22]([C:24]([O:26]C)=[O:25])[N:23]=1>>[CH3:1][CH:2]1[CH2:7][CH2:6][C:5]2[N:18]([C:19]3[S:20][CH:21]=[C:22]([C:24]([OH:26])=[O:25])[N:23]=3)[C:10]([C:11]3[CH:16]=[CH:15][CH:14]=[CH:13][CH:12]=3)=[CH:9][C:4]=2[CH2:3]1. Procedure details: Following the general methods as outlined under Intermediate 13, starting from 4-methyl-2-(2-oxo-2-phenylethyl)cyclohexanone and methyl 2-amino-1,3-thiazole-4-carboxylate, the title compound was isolated in 49% yield (93% purity by HPLC). MS(ESI+): 339.5; MS(ESI−): 337.4. Reactants: C(C)(C)(C)OC(=O)N1CCN(CC1)C1=NC(=C(N=C1)Br)OCC1=CC(=CC=C1)Cl (5′-bromo-6′-(3-chloro-benzyloxy)-3,4,5,6-tetrahydro-2H-[1,2′]bipyrazinyl-4-carboxylic acid tert-butyl ester). The solvent is C(=O)O (formic acid). Product: C(=O)O.BrC=1N=CC(=NC1OCC1=CC(=CC=C1)Cl)N1CCNCC1 (5′-Bromo-6′-(3-chloro-benzyloxy)-3,4,5,6-tetrahydro-2H-[1,2′]bipyrazinyl formate). RXN SMILES: C([O:5][C:6]([N:8]1[CH2:13][CH2:12][N:11]([C:14]2[CH:19]=[N:18][C:17]([Br:20])=[C:16]([O:21][CH2:22][C:23]3[CH:28]=[CH:27][CH:26]=[C:25]([Cl:29])[CH:24]=3)[N:15]=2)[CH2:10][CH2:9]1)=[O:7])(C)(C)C>C(O)=O>[CH:6]([OH:7])=[O:5].[Br:20][C:17]1[N:18]=[CH:19][C:14]([N:11]2[CH2:12][CH2:13][NH:8][CH2:9][CH2:10]2)=[N:15][C:16]=1[O:21][CH2:22][C:23]1[CH:28]=[CH:27][CH:26]=[C:25]([Cl:29])[CH:24]=1 |f:2.3|. Reported procedure: A solution of 5′-bromo-6′-(3-chloro-benzyloxy)-3,4,5,6-tetrahydro-2H-[1,2′]bipyrazinyl-4-carboxylic acid tert-butyl ester I-3j (25 mg, 0.052 mmol) in formic acid (96%, 0.75 ml) was stirred at room temperature for 2 h, and concentrated in vacuo. The title compound 3-R was collected as a white solid (26 mg, >99%).